This data is from the Open Reaction Database (ORD), a public repository of structured organic reaction records. The task is: describe an organic reaction: reactants, conditions, products, and yield The reactants are BrC1=CC=2N(C=C1)C1=C(N2)CCN(C1)C(=O)OC(C)(C)C (tert-Butyl 7-bromo-3,4-dihydropyrido[4′,3′:4,5]imidazo[1,2-a]pyridine-2(1H)-carboxylate), FC(C1=CC=C(C=C1)C1=CC(NC=C1)=O)(F)F (4-(4-(trifluoromethyl)phenyl)pyridin-2(1H)-one). The product is O=C1N(C=CC(=C1)C1=CC=C(C=C1)C(F)(F)F)C1=CC=2N(C=C1)C1=C(N2)CCN(C1)C(=O)OC(C)(C)C (tert-Butyl 7-(2-oxo-4-(4-(trifluoromethyl)phenyl)pyridin-1(2H)-yl)-3,4-dihydropyrido[4′,3′:4,5]imidazo[1,2-a]pyridine-2 (1H)-carboxylate). Yield: 63.5%. As a reaction SMILES: Br[C:2]1[CH:7]=[CH:6][N:5]2[C:8]3[CH2:14][N:13]([C:15]([O:17][C:18]([CH3:21])([CH3:20])[CH3:19])=[O:16])[CH2:12][CH2:11][C:9]=3[N:10]=[C:4]2[CH:3]=1.[F:22][C:23]([F:38])([F:37])[C:24]1[CH:29]=[CH:28][C:27]([C:30]2[CH:35]=[CH:34][NH:33][C:32](=[O:36])[CH:31]=2)=[CH:26][CH:25]=1>>[O:36]=[C:32]1[CH:31]=[C:30]([C:27]2[CH:28]=[CH:29][C:24]([C:23]([F:37])([F:22])[F:38])=[CH:25][CH:26]=2)[CH:35]=[CH:34][N:33]1[C:2]1[CH:7]=[CH:6][N:5]2[C:8]3[CH2:14][N:13]([C:15]([O:17][C:18]([CH3:21])([CH3:20])[CH3:19])=[O:16])[CH2:12][CH2:11][C:9]=3[N:10]=[C:4]2[CH:3]=1. Reported procedure: tert-Butyl 7-bromo-3,4-dihydropyrido[4′,3′:4,5]imidazo[1,2-a]pyridine-2(1H)-carboxylate (150 mg, 0.426 mmol) and 4-(4-(trifluoromethyl)phenyl)pyridin-2(1H)-one (103 mg, 0.426 mmol) were reacted according to Example 18 (step g) to provide the title compound (138 mg, 64%) as a yellow solid: ESI MS m/z 511 [M+H]+. Reactants: S1C=NC2=C1C=C(C=C2)NC2=CC(=C(C=N2)C=2OC(=C(N2)C(=O)NCCNC(OC(C)(C)C)=O)C)NC(C)C (tert-butyl (2-(2-(6-(benzo[d]thiazol-6-ylamino)-4-(isopropylamino)pyridin-3-yl)-5-methyloxazole-4-carboxamido)ethyl)carbamate), CCOCC (ether), Cl (HCl). The solvent is C(Cl)Cl (DCM). Conditions: temperature 0 celsius, time 30 minute. Yields the product NCCNC(=O)C=1N=C(OC1C)C=1C=NC(=CC1NC(C)C)NC1=CC2=C(N=CS2)C=C1 (N-(2-aminoethyl)-2-(6-(benzo[d]thiazol-6-ylamino)-4-(isopropylamino)pyridin-3-yl)-5-methyloxazole-4-carboxamide). As a reaction SMILES: [S:1]1[C:5]2[CH:6]=[C:7]([NH:10][C:11]3[N:16]=[CH:15][C:14]([C:17]4[O:18][C:19]([CH3:35])=[C:20]([C:22]([NH:24][CH2:25][CH2:26][NH:27]C(=O)OC(C)(C)C)=[O:23])[N:21]=4)=[C:13]([NH:36][CH:37]([CH3:39])[CH3:38])[CH:12]=3)[CH:8]=[CH:9][C:4]=2[N:3]=[CH:2]1.CCOCC.Cl>C(Cl)Cl>[NH2:27][CH2:26][CH2:25][NH:24][C:22]([C:20]1[N:21]=[C:17]([C:14]2[CH:15]=[N:16][C:11]([NH:10][C:7]3[CH:8]=[CH:9][C:4]4[N:3]=[CH:2][S:1][C:5]=4[CH:6]=3)=[CH:12][C:13]=2[NH:36][CH:37]([CH3:38])[CH3:39])[O:18][C:19]=1[CH3:35])=[O:23]. Reported procedure: A solution of tert-butyl (2-(2-(6-(benzo[d]thiazol-6-ylamino)-4-(isopropylamino)pyridin-3-yl)-5-methyloxazole-4-carboxamido)ethyl)carbamate in DCM (5 mL) was treated with ether.HCl (5 mL) at 0° C. The reaction mixture was stirred at 0° C. for 30 min. The reaction temperature was raised to room temperature and stirred for 30 min. The reaction mixture was concentrated to dryness. The material obtained was purified by prep. HPLC to afford N-(2-aminoethyl)-2-(6-(benzo[d]thiazol-6-ylamino)-4-(isoprop... The reactants are CC(C)(C)OC(=O)C(N)CC(=O)N1C(=O)CN(N=Cc2ccc(-c3ccc([N+](=O)[O-])cc3)o2)C1=O, CC(=O)O, Cl. Product: NCCC(=O)N1C(=O)CN(N=Cc2ccc(-c3ccc([N+](=O)[O-])cc3)o2)C1=O, Cl. As a reaction SMILES: [C:1]([O:2][C:3](=[O:4])[CH:8]([CH2:9][C:10](=[O:11])[N:12]1[C:13](=[O:34])[N:14]([N:18]=[CH:19][c:20]2[cH:21][cH:22][c:23](-[c:25]3[cH:26][cH:27][c:28]([N+:31](=[O:32])[O-:33])[cH:29][cH:30]3)[o:24]2)[CH2:15][C:16]1=[O:17])[NH2:35])([CH3:5])([CH3:6])[CH3:7].[C:36]([OH:37])(=[O:38])[CH3:39].[ClH:40]>>[CH2:8]([CH2:9][C:10](=[O:11])[N:12]1[C:13](=[O:34])[N:14]([N:18]=[CH:19][c:20]2[cH:21][cH:22][c:23](-[c:25]3[cH:26][cH:27][c:28]([N+:31](=[O:32])[O-:33])[cH:29][cH:30]3)[o:24]2)[CH2:15][C:16]1=[O:17])[NH2:35].[ClH:40]. Starting materials: FC1=CC=C2C(=NNC2=C1)C1CCNCC1 (6-fluoro-3-(4-piperidinyl)-1H-indazole), C(=O)([O-])[O-].[K+].[K+] (K2CO3), ClCCCOC1=C(C=C(C=C1)C(C)=O)OC (1-[4-(3-chloropropoxy)-3-methoxyphenyl]ethanone), C(C)#N (acetonitrile). Solvent: O (water). Product: FC1=CC=C2C(=NNC2=C1)C1CCN(CC1)CCCOC1=C(C=C(C=C1)C(C)=O)OC (1-[4-[3-[4-(6-Fluoro-1H-indazol-3-yl)-1-piperidinyl]propoxy]-3-methoxyphenyl]-ethanone). Isolated yield 80.8%. RXN SMILES: [F:1][C:2]1[CH:10]=[C:9]2[C:5]([C:6]([CH:11]3[CH2:16][CH2:15][NH:14][CH2:13][CH2:12]3)=[N:7][NH:8]2)=[CH:4][CH:3]=1.C([O-])([O-])=O.[K+].[K+].Cl[CH2:24][CH2:25][CH2:26][O:27][C:28]1[CH:33]=[CH:32][C:31]([C:34](=[O:36])[CH3:35])=[CH:30][C:29]=1[O:37][CH3:38].C(#N)C>O>[F:1][C:2]1[CH:10]=[C:9]2[C:5]([C:6]([CH:11]3[CH2:16][CH2:15][N:14]([CH2:24][CH2:25][CH2:26][O:27][C:28]4[CH:33]=[CH:32][C:31]([C:34](=[O:36])[CH3:35])=[CH:30][C:29]=4[O:37][CH3:38])[CH2:13][CH2:12]3)=[N:7][NH:8]2)=[CH:4][CH:3]=1 |f:1.2.3|. Procedure details: A stirred mixture of 6-fluoro-3-(4-piperidinyl)-1H-indazole (3.5 g, 16 mmol), K2CO3 (2.2 g), 1-[4-(3-chloropropoxy)-3-methoxyphenyl]ethanone (3.8 g, 16 mmol) and acetonitrile (90 ml) was refluxed for 16 hours. The reaction was poured into water and the resulting white solid, which precipitated from solution, was collected to afford 5.5 g of the desired product. The compound was recrystallized from dimethylformamide (twice) to afford 3.0 g (44%) of 1-[4-[3-[4-(6-fluoro-1H-indazol-3-yl)-1-piperidi... Procedure details: Tetrabutylammonium fluoride (0.024 ml; 1.0 M solution in tetrahydrofuran) was added to a solution of 4-furan-3-yl-benzaldehyde (410 mg, 2.38 mmol) and trifluoromethyltrimethylsilane (TMSCF3) (423 μl, 2.86 mmol) in 5 ml THF at 0° C. The formed mixture was warmed up to room temperature and stirred at room temperature for 4 hours. The reaction mixture was then treated with 5 ml of 1N HCl and stirred at room temperature overnight. The product was extracted with ethyl acetate (3×50 ml). The organic l... RXN SMILES: [F-].C([N+](CCCC)(CCCC)CCCC)CCC.[O:19]1[CH:23]=[CH:22][C:21]([C:24]2[CH:31]=[CH:30][C:27]([CH:28]=[O:29])=[CH:26][CH:25]=2)=[CH:20]1.[F:32][C:33]([Si](C)(C)C)([F:35])[F:34].Cl>C1COCC1>[F:32][C:33]([F:35])([F:34])[CH:28]([C:27]1[CH:30]=[CH:31][C:24]([C:21]2[CH:22]=[CH:23][O:19][CH:20]=2)=[CH:25][CH:26]=1)[OH:29] |f:0.1|. The product is FC(C(O)C1=CC=C(C=C1)C1=COC=C1)(F)F (2,2,2-trifluoro-1-(4-furan-3-yl-phenyl)-ethanol). Yield: 83.3%. Starting materials: Cl (HCl), [F-].C(CCC)[N+](CCCC)(CCCC)CCCC (Tetrabutylammonium fluoride), O1C=C(C=C1)C1=CC=C(C=O)C=C1 (4-furan-3-yl-benzaldehyde), FC(F)(F)[Si](C)(C)C (trifluoromethyltrimethylsilane). Reaction conditions: time 4 hour. Run in C1CCOC1 (THF). The reactants are C1OC=2C=C(CCN)C=CC2OC1 (3,4-ethylenedioxyphenethylamine), ClC=1C2=C(N=C(N1)C1=NC=CC=C1)SC=C2C (4-chloro-2-(pyridin-2-yl)-5-methyl-thieno-[2,3-d]-pyrimidine). Product: N1=C(C=CC=C1)C=1N=C(C2=C(N1)SC=C2C)NCCC2=CC1=C(C=C2)OCCO1 (2-(pyridin-2-yl)-4-(3,4-ethylenedioxyphenethylamino)-5-methyl-thieno-[2,3-d]-pyrimidine). As a reaction SMILES: [CH2:1]1[CH2:13][O:12][C:11]2[CH:10]=[CH:9][C:5]([CH2:6][CH2:7][NH2:8])=[CH:4][C:3]=2[O:2]1.Cl[C:15]1[C:16]2[C:29]([CH3:30])=[CH:28][S:27][C:17]=2[N:18]=[C:19]([C:21]2[CH:26]=[CH:25][CH:24]=[CH:23][N:22]=2)[N:20]=1>>[N:22]1[CH:23]=[CH:24][CH:25]=[CH:26][C:21]=1[C:19]1[N:20]=[C:15]([NH:8][CH2:7][CH2:6][C:5]2[CH:9]=[CH:10][C:11]3[O:12][CH2:13][CH2:1][O:2][C:3]=3[CH:4]=2)[C:16]2[C:29]([CH3:30])=[CH:28][S:27][C:17]=2[N:18]=1. Procedure: With the procedure of Example 1, the reaction of 3,4-ethylenedioxyphenethylamine with 4-chloro-2-(pyridin-2-yl)-5-methyl-thieno-[2,3-d]-pyrimidine yields 2-(pyridin-2-yl)-4-(3,4-ethylenedioxyphenethylamino)-5-methyl-thieno-[2,3-d]-pyrimidine. Starting materials: CC(C)Cn1c(C(=O)O)c(-c2ccccc2)c2cc(OCc3ccccc3)ccc2c1=O, CN(C)C=O, COCCOC, O=C(Cl)C(=O)Cl, Cl, C1CCOC1. Yields the product CC(C)Cn1c(CO)c(-c2ccccc2)c2cc(OCc3ccccc3)ccc2c1=O. As a reaction SMILES: [CH2:1]([c:2]1[cH:3][cH:4][cH:5][cH:6][cH:7]1)[O:8][c:9]1[cH:10][c:11]2[c:12](-[c:27]3[cH:28][cH:29][cH:30][cH:31][cH:32]3)[c:13]([C:24](=[O:25])[OH:26])[n:14]([CH2:20][CH:21]([CH3:22])[CH3:23])[c:15](=[O:19])[c:16]2[cH:17][cH:18]1.[CH3:39][N:40]([CH3:41])[CH:42]=[O:43].[CH3:50][O:51][CH2:52][CH2:53][O:54][CH3:55].[Cl:33][C:34]([C:35]([Cl:36])=[O:37])=[O:38].[ClH:44].[O:45]1[CH2:46][CH2:47][CH2:48][CH2:49]1>>[CH2:1]([c:2]1[cH:3][cH:4][cH:5][cH:6][cH:7]1)[O:8][c:9]1[cH:10][c:11]2[c:12](-[c:27]3[cH:28][cH:29][cH:30][cH:31][cH:32]3)[c:13]([CH2:24][OH:25])[n:14]([CH2:20][CH:21]([CH3:22])[CH3:23])[c:15](=[O:19])[c:16]2[cH:17][cH:18]1. The reactants are C([O-])(O)=O.[Na+] (sodium bicarbonate), COC(C1=CC(=CC=C1)OC)OC (m-Methoxybenzaldehyde dimethyl acetal), P(OCC)(OCC)OCC (triethyl phosphite), B(F)(F)F.CCOCC (Boron trifluoride etherate). Run in C(Cl)Cl (methylene chloride). Conditions: time 15 hour. Product: COC(P(OCC)(=O)OCC)C1=CC(=CC=C1)OC (Diethyl 1-methoxy-1-(3-methoxyphenyl)methane phosphonate). Reaction SMILES: CO[CH:3]([O:12][CH3:13])[C:4]1[CH:9]=[CH:8][CH:7]=[C:6]([O:10][CH3:11])[CH:5]=1.[P:14]([O:21]CC)([O:18][CH2:19][CH3:20])[O:15][CH2:16][CH3:17].B(F)(F)F.CCOCC.C(=O)(O)[O-].[Na+]>C(Cl)Cl>[CH3:13][O:12][CH:3]([C:4]1[CH:9]=[CH:8][CH:7]=[C:6]([O:10][CH3:11])[CH:5]=1)[P:14]([O:18][CH2:19][CH3:20])(=[O:21])[O:15][CH2:16][CH3:17] |f:2.3,4.5|. Procedure: m-Methoxybenzaldehyde dimethyl acetal from Example 4 (271.4 g, 1.49 mol), triethyl phosphite (250.3 g, 1.51 mol), and methylene chloride (600 ml) were charged into a 3 liter 3-necked flask which was outfitted with a dropping funnel, an argon inlet, and an argon outlet. The flask was flushed with argon and the funnel was capped with a septum. The mixture was stirred and cooled to -40° in a liquid nitrogen-acetone bath. Boron trifluoride etherate (198.1 ml, 1.61 mol) was then added dropwise from t... Reactants: S(=O)(=O)(O)O.NC=1C=C(C=CC1)B(O)O.NC=1C=C(C=CC1)B(O)O (3-Aminophenylboronic acid hemisulphate), BrC1=NC=CC=C1 (2-bromopyridine), C(=O)([O-])[O-].[K+].[K+] (K2CO3). Reagents/catalysts: Cl[Pd]([P](C1=CC=CC=C1)(C2=CC=CC=C2)C3=CC=CC=C3)([P](C4=CC=CC=C4)(C5=CC=CC=C5)C6=CC=CC=C6)Cl (Pd(PPh3)2Cl2). Solvent: COCCOC (1,2-dimethoxyethane), C(Cl)Cl (CH2Cl2). Product: N1=C(C=CC=C1)C=1C=C(N)C=CC1 (3-(2-pyridyl)aniline). As a reaction SMILES: S(O)(O)(=O)=O.[NH2:6][C:7]1[CH:8]=[C:9](B(O)O)[CH:10]=[CH:11][CH:12]=1.[NH2:16][C:17]1C=[C:19](B(O)O)[CH:20]=[CH:21][CH:22]=1.BrC1C=CC=CN=1.C([O-])([O-])=O.[K+].[K+]>COCCOC.C(Cl)Cl.Cl[Pd](Cl)([P](C1C=CC=CC=1)(C1C=CC=CC=1)C1C=CC=CC=1)[P](C1C=CC=CC=1)(C1C=CC=CC=1)C1C=CC=CC=1>[N:16]1[CH:17]=[CH:22][CH:21]=[CH:20][C:19]=1[C:9]1[CH:8]=[C:7]([CH:12]=[CH:11][CH:10]=1)[NH2:6] |f:0.1.2,4.5.6,^1:50,69|. Procedure details: 3-Aminophenylboronic acid hemisulphate (5.58 g, 30 mmol), 2-bromopyridine (2.7 ml, 28 mmol), Pd(PPh3)2Cl2 (100 mg, 0.5 mol %), 2M K2CO3 (50 ml) were refluxed in 1,2-dimethoxyethane (50 ml) for 24 h under N2. The mixture was diluted with CH2Cl2 (100 ml) and washed with sat. NaHCO3 (50 ml). The organic layer was dried (Na2SO4) and the solvent was removed under reduced pressure. Flash-chromatography with CH2Cl2 as eluent gave 3-(2-pyridyl)aniline as a yellow oil, 1.0 g (21%). 3-(2-Pyridyl)aniline w...